From a dataset of the Open Reaction Database (ORD), a public repository of structured organic reaction records. describe an organic reaction: reactants, conditions, products, and yield Starting materials: CC(C)=O, Clc1ccnc(Cl)n1, Cl, [Na+], [OH-], O, O=C(O)c1cccc2cc(O)ccc12. Yields the product O=C(O)c1cccc2cc(Oc3ccnc(Cl)n3)ccc12. As a reaction SMILES: [CH3:25][C:26](=[O:27])[CH3:28].[Cl:15][c:16]1[n:17][cH:18][cH:19][c:20]([Cl:22])[n:21]1.[ClH:24].[Na+:30].[OH-:29].[OH2:23].[OH:1][c:2]1[cH:3][c:4]2[cH:5][cH:6][cH:7][c:8]([C:12](=[O:13])[OH:14])[c:9]2[cH:10][cH:11]1>>[O:1]([c:2]1[cH:3][c:4]2[cH:5][cH:6][cH:7][c:8]([C:12](=[O:13])[OH:14])[c:9]2[cH:10][cH:11]1)[c:20]1[cH:19][cH:18][n:17][c:16]([Cl:15])[n:21]1.